Dataset: the Open Reaction Database (ORD), a public repository of structured organic reaction records. Task: describe an organic reaction: reactants, conditions, products, and yield Reactants: C1CCOC1, CC(C)N=C=O, Cn1cncc1C(O)(c1ccc(Cl)cc1)c1ccc2nc(N)nc(-c3cccc(Cl)c3)c2c1, O. The product is CC(C)NC(=O)Nc1nc(-c2cccc(Cl)c2)c2cc(C(O)(c3ccc(Cl)cc3)c3cncn3C)ccc2n1. As a reaction SMILES: [CH2:41]1[O:42][CH2:43][CH2:44][CH2:45]1.[N:34](=[C:35]=[O:36])[CH:37]([CH3:38])[CH3:39].[NH2:1][c:2]1[n:3][c:4]2[cH:5][cH:6][c:7]([C:19]([OH:20])([c:21]3[cH:22][n:23][cH:24][n:25]3[CH3:26])[c:27]3[cH:28][cH:29][c:30]([Cl:33])[cH:31][cH:32]3)[cH:8][c:9]2[c:10](-[c:12]2[cH:13][c:14]([Cl:18])[cH:15][cH:16][cH:17]2)[n:11]1.[OH2:40]>>[NH:1]([c:2]1[n:3][c:4]2[cH:5][cH:6][c:7]([C:19]([OH:20])([c:21]3[cH:22][n:23][cH:24][n:25]3[CH3:26])[c:27]3[cH:28][cH:29][c:30]([Cl:33])[cH:31][cH:32]3)[cH:8][c:9]2[c:10](-[c:12]2[cH:13][c:14]([Cl:18])[cH:15][cH:16][cH:17]2)[n:11]1)[C:35]([NH:34][CH:37]([CH3:38])[CH3:39])=[O:36]. Starting materials: BrCCC1=CC=CC2=CC=CC=C12 (1-(2-Bromoethyl)naphthalene), C(C1=CC=CC=C1)(=O)NC1CCNCC1 (4-benzamidopiperidine), C(C)(C)NC(C)C (di-isopropylamine), [I-].[Na+] (sodium iodide). Solvent: CN(C=O)C (dimethylformamide), O (water). Conditions: temperature 70 celsius. Product: C1(=CC=CC2=CC=CC=C12)CCN1CCC(CC1)NC(C1=CC=CC=C1)=O (1-[2-(1-Naphthyl)ethyl]-4-benzamidopiperidine). Yield: 65.6%. Reaction SMILES: Br[CH2:2][CH2:3][C:4]1[C:13]2[C:8](=[CH:9][CH:10]=[CH:11][CH:12]=2)[CH:7]=[CH:6][CH:5]=1.[C:14]([NH:22][CH:23]1[CH2:28][CH2:27][NH:26][CH2:25][CH2:24]1)(=[O:21])[C:15]1[CH:20]=[CH:19][CH:18]=[CH:17][CH:16]=1.C(NC(C)C)(C)C.[I-].[Na+]>CN(C)C=O.O>[C:4]1([CH2:3][CH2:2][N:26]2[CH2:27][CH2:28][CH:23]([NH:22][C:14](=[O:21])[C:15]3[CH:20]=[CH:19][CH:18]=[CH:17][CH:16]=3)[CH2:24][CH2:25]2)[C:13]2[C:8](=[CH:9][CH:10]=[CH:11][CH:12]=2)[CH:7]=[CH:6][CH:5]=1 |f:3.4|. Procedure: 1-(2-Bromoethyl)naphthalene (3.0 g.) was added to a solution of 4-benzamidopiperidine (3.0 g.), di-isopropylamine (4 ml.) and a trace of sodium iodide in dimethylformamide (10 ml.). The mixture was heated at 70° C. overnight, then poured into water and extracted with methylene chloride. The washed and dried extracts were evaporated and the residue was recrystallised from benzene to give the title compound (3.0 g.), m.p. 160°-162° C. (Found: C, 80.5; H, 7.4; N, 7.5 C24H26N2O requires C, 80.4; H, ... Reaction SMILES: [OH:1][C:2]1[CH:3]=[C:4]2[C:9](=[CH:10][CH:11]=1)[N:8]=[CH:7][CH:6]=[CH:5]2.Br[CH:13]([CH2:25][O:26][CH3:27])[C:14]([NH:16][C:17]([CH3:24])([CH3:23])[C:18]#[C:19][CH2:20][O:21][CH3:22])=[O:15]>>[N:8]1[C:9]2[C:4](=[CH:3][C:2]([O:1][CH:13]([CH2:25][O:26][CH3:27])[C:14]([NH:16][C:17]([CH3:24])([CH3:23])[C:18]#[C:19][CH2:20][O:21][CH3:22])=[O:15])=[CH:11][CH:10]=2)[CH:5]=[CH:6][CH:7]=1. Yields the product N1=CC=CC2=CC(=CC=C12)OC(C(=O)NC(C#CCOC)(C)C)COC (2-(6-quinolinyloxy)-N-(1-methoxy-4-methylpent-2-yn-4-yl) 3-methoxypropionamide). The reactants are OC=1C=C2C=CC=NC2=CC1 (6-hydroxyquinoline), BrC(C(=O)NC(C#CCOC)(C)C)COC (2-bromo-N-(1-methoxy-4-methylpent-2-yn-4-yl) 3-methoxypropionamide). Procedure: In a similar procedure to Example 6 Stage 2, 6-hydroxyquinoline was reacted with 2-bromo-N-(1-methoxy-4-methylpent-2-yn-4-yl) 3-methoxypropionamide to give 2-(6-quinolinyloxy)-N-(1-methoxy-4-methylpent-2-yn-4-yl) 3-methoxypropionamide as a colourless oil. 1H NMR (CDCl3) δ: 1.60(3H, s); 1.62(3H, s); 3.34(3H, s); 3.44(3H, s); 3.90–3.94(2H, m); 4.06(2H, s); 4.76–4.80(1H, m); 6.60(1H, s); 7.14–7.16(1H, m); 7.36–7.40(1H, m); 7.46–7.50(1H, m); 8.04–8.08(2H, d); 8.82–8.84(1H, m). Reactants: O (water), [H-].[Na+] (Sodium hydride), [N+](=O)([O-])C=1C=C(C=CC1)C1=CC=C2C=CNC2=C1 (6-(3-nitrophenyl)-1H-indole), ClC1=NC(=NC=C1)SC (4-chloro-2-(methylthio)pyrimidine). The solvent is CN(C)C=O (DMF). Reaction conditions: time 30 minute. Product: CSC1=NC=CC(=N1)N1C=CC2=CC=C(C=C12)C1=CC(=CC=C1)[N+](=O)[O-] (1-(2-(methylthio)pyrimidin-4-yl)-6-(3-nitrophenyl)-1H-indole). Yield: 57.4%. As a reaction SMILES: [H-].[Na+].[N+:3]([C:6]1[CH:7]=[C:8]([C:12]2[CH:20]=[C:19]3[C:15]([CH:16]=[CH:17][NH:18]3)=[CH:14][CH:13]=2)[CH:9]=[CH:10][CH:11]=1)([O-:5])=[O:4].Cl[C:22]1[CH:27]=[CH:26][N:25]=[C:24]([S:28][CH3:29])[N:23]=1.O>CN(C=O)C>[CH3:29][S:28][C:24]1[N:25]=[C:26]([N:18]2[C:19]3[C:15](=[CH:14][CH:13]=[C:12]([C:8]4[CH:9]=[CH:10][CH:11]=[C:6]([N+:3]([O-:5])=[O:4])[CH:7]=4)[CH:20]=3)[CH:16]=[CH:17]2)[CH:27]=[CH:22][N:23]=1 |f:0.1|. Procedure: Sodium hydride (60% in mineral oil, 40 mg, 0.98 mmol) was added to a mixture solution of 6-(3-nitrophenyl)-1H-indole (117 mg, 0.49 mmol) in DMF (2 mL) at room temperature. 10 minutes later, 4-chloro-2-(methylthio)pyrimidine (68 μL, 0.59 mmol) was added. After stirring at room temperature for 30 minutes, water was added. Thus produced solid was filtered and dried. The target compound (102 mg) was obtained as white solid. Reactants: fused zinc chloride, dichlorobis(triphenylphosphine) nickel, Cl (hydrochloric acid), C1(=CC=CC=C1)[Li] (phenyl lithium), FC=1C(=C2C=3N(C(CO2)C)C=C(C(C3C1)=O)C(=O)OCC)Br (Ethyl 9-fluoro-10-bromo-3-methyl-7-oxo-2,3-dihydro-(7H)-pyrido-(1,2,3-de)-1,4-benzoxazine-6-carboxylate). Run in O1CCCC1 (tetrahydrofuran), O1CCCC1 (tetrahydrofuran). Conditions: temperature -78 celsius. Product: FC=1C(=C2C=3N(C(CO2)C)C=C(C(C3C1)=O)C(=O)OCC)C1=CC=CC=C1 (Ethyl 9-fluoro-10-phenyl-3-methyl-7-oxo-2,3-dihydro-(7H)-pyrido-(1,2,3-de)-1,4-benzoxazine-6-carboxylate). Yield: 46.0%. Reaction SMILES: [C:1]1([Li])[CH:6]=[CH:5][CH:4]=[CH:3][CH:2]=1.[F:8][C:9]1[C:10](Br)=[C:11]2[O:16][CH2:15][CH:14]([CH3:17])[N:13]3[CH:18]=[C:19]([C:24]([O:26][CH2:27][CH3:28])=[O:25])[C:20](=[O:23])[C:21]([CH:22]=1)=[C:12]23.Cl>O1CCCC1>[F:8][C:9]1[C:10]([C:1]2[CH:6]=[CH:5][CH:4]=[CH:3][CH:2]=2)=[C:11]2[O:16][CH2:15][CH:14]([CH3:17])[N:13]3[CH:18]=[C:19]([C:24]([O:26][CH2:27][CH3:28])=[O:25])[C:20](=[O:23])[C:21]([CH:22]=1)=[C:12]23. Reported procedure: A solution of phenyl lithium (2.7M) in etherbenzene [(3:7), 1.5 ml, 4 mmol] was added to dry tetrahydrofuran (10 ml) and the resulting solution was cooled to -78° C. with stirring under a nitrogen atmosphere. A solution of freshly fused zinc chloride (0.54 g, 4 mmol) in dry tetrahydrofuran (10 ml) was added dropwise over 5 minutes. The clear, colorless solution was warmed to -30° C. over 20 minutes. Ethyl 9-fluoro-10-bromo-3-methyl-7-oxo-2,3-dihydro-(7H)-pyrido-(1,2,3-de)-1,4-benzoxazine-6-carbo... The reactants are C(=O)OCC(CCOC1=CC=CC=C1)NC=O (2-(formylamino)-4-phenoxy-1-butanol formate), CI (methyl iodide). Product: COCC(CCOC1=CC=CC=C1)N(C)C (1-methoxy-N,N-dimethyl-4-phenoxy-2-butanamine). Reaction SMILES: [CH:1]([O:3][CH2:4][CH:5]([NH:15][CH:16]=O)[CH2:6][CH2:7][O:8][C:9]1[CH:14]=[CH:13][CH:12]=[CH:11][CH:10]=1)=O.[CH3:18]I>>[CH3:1][O:3][CH2:4][CH:5]([N:15]([CH3:16])[CH3:18])[CH2:6][CH2:7][O:8][C:9]1[CH:10]=[CH:11][CH:12]=[CH:13][CH:14]=1. Procedure: 2-(formylamino)-4-phenoxy-1-butanol formate, described in Example 3, with methyl iodide, followed by reduction, gives 1-methoxy-N,N-dimethyl-4-phenoxy-2-butanamine, The reactants are CC(C)(CC(=O)C(=O)O)c1ccccc1, CO, CN(C)C=O, O, O=S(Cl)Cl. Product: COC(=O)C(=O)CC(C)(C)c1ccccc1. Reaction SMILES: [CH3:1][C:2]([CH2:3][C:4]([C:5](=[O:6])[OH:7])=[O:8])([CH3:9])[c:10]1[cH:11][cH:12][cH:13][cH:14][cH:15]1.[CH3:20][OH:21].[CH3:22][N:23]([CH3:24])[CH:25]=[O:26].[OH2:27].[S:16]([Cl:17])([Cl:18])=[O:19]>>[CH3:1][C:2]([CH2:3][C:4]([C:5]([O:6][CH3:20])=[O:7])=[O:8])([CH3:9])[c:10]1[cH:11][cH:12][cH:13][cH:14][cH:15]1. Reactants: Nc1ccc(Br)nc1I, O=C([O-])[O-], CC1(C)CC=C(B(O)O)CC1, [Na+], [Na+], c1ccc(P(c2ccccc2)(c2ccccc2)[Pd](P(c2ccccc2)(c2ccccc2)c2ccccc2)(P(c2ccccc2)(c2ccccc2)c2ccccc2)P(c2ccccc2)(c2ccccc2)c2ccccc2)cc1. The product is CC1(C)CC=C(c2nc(Br)ccc2N)CC1. Reaction SMILES: [Br:1][c:2]1[cH:3][cH:4][c:5]([NH2:9])[c:6]([I:8])[n:7]1.[C:21](=[O:22])([O-:23])[O-:24].[CH3:10][C:11]1([CH3:20])[CH2:12][CH:13]=[C:14]([B:17]([OH:18])[OH:19])[CH2:15][CH2:16]1.[Na+:25].[Na+:26].[cH:27]1[cH:28][cH:29][c:30]([P:31]([Pd:32]([P:33]([c:34]2[cH:35][cH:36][cH:37][cH:38][cH:39]2)([c:40]2[cH:41][cH:42][cH:43][cH:44][cH:45]2)[c:46]2[cH:47][cH:48][cH:49][cH:50][cH:51]2)([P:52]([c:53]2[cH:54][cH:55][cH:56][cH:57][cH:58]2)([c:59]2[cH:60][cH:61][cH:62][cH:63][cH:64]2)[c:65]2[cH:66][cH:67][cH:68][cH:69][cH:70]2)[P:71]([c:72]2[cH:73][cH:74][cH:75][cH:76][cH:77]2)([c:78]2[cH:79][cH:80][cH:81][cH:82][cH:83]2)[c:84]2[cH:85][cH:86][cH:87][cH:88][cH:89]2)([c:90]2[cH:91][cH:92][cH:93][cH:94][cH:95]2)[c:96]2[cH:97][cH:98][cH:99][cH:100][cH:101]2)[cH:102][cH:103]1>>[Br:1][c:2]1[cH:3][cH:4][c:5]([NH2:9])[c:6]([C:14]2=[CH:13][CH2:12][C:11]([CH3:10])([CH3:20])[CH2:16][CH2:15]2)[n:7]1.